Task: describe an organic reaction: reactants, conditions, products, and yield. Dataset: the Open Reaction Database (ORD), a public repository of structured organic reaction records The reactants are C(C)C=1C(NC(NC1SC1=CC(=CC(=C1)C)C)=O)=O (5-Ethyl-6-(3,5-dimethylphenyl)thio-2,4-pyrimidinedione), CC=1C=C(CBr)C=C(C1)C (3,5-dimethylbenzyl bromide). The product is CC=1C=C(CN2C(NC(C(=C2SC2=CC(=CC(=C2)C)C)CC)=O)=O)C=C(C1)C (1-(3,5-Dimethylbenzyl)-5-ethyl-6-(3,5-dimethylphenyl)thio-2,4-pyrimidinedione). The yield is 67.2%. As a reaction SMILES: [CH2:1]([C:3]1[C:4](=[O:19])[NH:5][C:6](=[O:18])[NH:7][C:8]=1[S:9][C:10]1[CH:15]=[C:14]([CH3:16])[CH:13]=[C:12]([CH3:17])[CH:11]=1)[CH3:2].[CH3:20][C:21]1[CH:22]=[C:23]([CH:26]=[C:27]([CH3:29])[CH:28]=1)[CH2:24]Br>>[CH3:20][C:21]1[CH:28]=[C:27]([CH:26]=[C:23]([CH3:24])[CH:22]=1)[CH2:29][N:7]1[C:8]([S:9][C:10]2[CH:11]=[C:12]([CH3:17])[CH:13]=[C:14]([CH3:16])[CH:15]=2)=[C:3]([CH2:1][CH3:2])[C:4](=[O:19])[NH:5][C:6]1=[O:18]. Procedure: 5-Ethyl-6-(3,5-dimethylphenyl)thio-2,4-pyrimidinedione and 3,5-dimethylbenzyl bromide were reacted by the same way with the example 1 to obtain the titled compound (265 mg, yield: 67.2%). Starting materials: CC#CC(O)(c1ccc(Cl)cc1Cl)C(C)Br, CS(C)=O, [H-], [Na+], c1nc[nH]n1. Yields the product CC#CC(O)(c1ccc(Cl)cc1Cl)C(C)n1cncn1. Reaction SMILES: [Br:8][CH:9]([C:10]([C:11]#[C:12][CH3:13])([OH:14])[c:15]1[c:16]([Cl:22])[cH:17][c:18]([Cl:21])[cH:19][cH:20]1)[CH3:23].[CH3:24][S:25]([CH3:26])=[O:27].[H-:1].[Na+:2].[nH:3]1[n:4][cH:5][n:6][cH:7]1>>[n:3]1([CH:9]([C:10]([C:11]#[C:12][CH3:13])([OH:14])[c:15]2[c:16]([Cl:22])[cH:17][c:18]([Cl:21])[cH:19][cH:20]2)[CH3:23])[n:4][cH:5][n:6][cH:7]1. Reactants: OCC(CCC(C(C)C)OC)C (1-hydroxy-5-methoxy-2,6-dimethylheptane), S(=O)(Cl)Cl (thionyl chloride), C1=CC=CC=C1 (benzene). Solvent: CN(C=O)C (dimethylformamide). Product: ClCC(CCC(C(C)C)OC)C (1-chloro-5-methoxy-2,6-dimethylheptane). RXN SMILES: O[CH2:2][CH:3]([CH3:12])[CH2:4][CH2:5][CH:6]([O:10][CH3:11])[CH:7]([CH3:9])[CH3:8].S(Cl)([Cl:15])=O.C1C=CC=CC=1>CN(C)C=O>[Cl:15][CH2:2][CH:3]([CH3:12])[CH2:4][CH2:5][CH:6]([O:10][CH3:11])[CH:7]([CH3:9])[CH3:8]. Procedure: A mixture of 3.4 g. of 1-hydroxy-5-methoxy-2,6-dimethylheptane and 3 g. of thionyl chloride and 60 ml. of dry benzene is treated with 0.2 ml. of dry dimethylformamide and then refluxed for 6 hours. After cooling, the mixture is decanted and 1-chloro-5-methoxy-2,6-dimethylheptane isolated by filtration through silica gel and distillation.